This data is from the Open Reaction Database (ORD), a public repository of structured organic reaction records. The task is: describe an organic reaction: reactants, conditions, products, and yield The reactants are C1(=CC=CC=C1)SC1=CC=C(S1)CNO (N-(5-phenylthiothien-2-ylmethyl)-hydroxylamine), C[Si](C)(C)N=C=O (trimethylsilylisocyanate). Solvent: O1CCOCC1 (dioxan). Conditions: time 1 hour. Product: ON(C(=O)N)CC=1SC(=CC1)SC1=CC=CC=C1 (1-Hydroxy-1-(5-phenylthiothien-2-ylmethyl)urea). RXN SMILES: [C:1]1([S:7][C:8]2[S:12][C:11]([CH2:13][NH:14][OH:15])=[CH:10][CH:9]=2)[CH:6]=[CH:5][CH:4]=[CH:3][CH:2]=1.C[Si]([N:20]=[C:21]=[O:22])(C)C>O1CCOCC1>[OH:15][N:14]([CH2:13][C:11]1[S:12][C:8]([S:7][C:1]2[CH:2]=[CH:3][CH:4]=[CH:5][CH:6]=2)=[CH:9][CH:10]=1)[C:21]([NH2:20])=[O:22]. Procedure: To a solution of N-(5-phenylthiothien-2-ylmethyl)-hydroxylamine (2.5 g) in dioxan (50 ml) at room temperature under nitrogen, was added trimethylsilylisocyanate (2.42 g) and the resulting solution stirred for 1 hour, quenched with saturated aqueous ammonium chloride, extracted with ether (2×100 ml), dried over MgSO4 and evaporated under reduced pressure to give a yellow oil. The oil was flash chromatographed on a Sorbsil C60-40/60H column using ether to give a white solid, recrystallised from et... Reactants: ClC1=C(C#N)C=CC(=C1)N1C(C(C(C1C)=O)(CC)CC)=O (2-chloro-4-(3,3-diethyl-5-methyl-2,4-dioxopyrrolidin-1-yl)benzonitrile), C(C)(CC)[BH-](C(C)CC)C(C)CC.[Li+].C1CCOC1 (lithium tri(sec-butyl)borohydride THF). The product is ClC1=C(C#N)C=CC(=C1)N1C(C([C@H]([C@H]1C)O)(CC)CC)=O (rac-2-chloro-4-[(4R,5R)-3,3-diethyl-4-hydroxy-5-methyl-2-oxopyrrolidin-1-yl]benzonitrile), crystals. Yield: 51.0%. RXN SMILES: [Cl:1][C:2]1[CH:9]=[C:8]([N:10]2[CH:14]([CH3:15])[C:13](=[O:16])[C:12]([CH2:19][CH3:20])([CH2:17][CH3:18])[C:11]2=[O:21])[CH:7]=[CH:6][C:3]=1[C:4]#[N:5].C([BH-](C(CC)C)C(CC)C)(CC)C.[Li+].C1COCC1>>[Cl:1][C:2]1[CH:9]=[C:8]([N:10]2[C@H:14]([CH3:15])[C@H:13]([OH:16])[C:12]([CH2:19][CH3:20])([CH2:17][CH3:18])[C:11]2=[O:21])[CH:7]=[CH:6][C:3]=1[C:4]#[N:5] |f:1.2.3|. Procedure: Using 2-chloro-4-(3,3-diethyl-5-methyl-2,4-dioxopyrrolidin-1-yl)benzonitrile (67 mg) and lithium tri(sec-butyl)borohydride-THF solution (0.33 mL, 1 mol/L), and in the same manner as in Example 5, the title compound was obtained as colorless crystals (yield: 34.5 mg, 51%). The reactants are C(=O)O.C1(CCCCC1)CCCNC(=O)N1CCC(CC1)NC1=CC=C(CCNC(OC(C)(C)C)=O)C=C1 (tert-Butyl 4-[(1-{[(3-cyclohexylpropyl)amino]carbonyl}-4-piperidinyl)amino]phenethylcarbamate formate), C(C)(C)(C)[Si](C1=CC=CC=C1)(C1=CC=CC=C1)OC1=CC=C(C=C1)OCC1OC1 (tert-butyl-(4-oxiranylmethoxy-phenoxy)-diphenyl-silane). The solvent is C(Cl)(Cl)Cl.CO (chloroform methanol). The product is C1(CCCCC1)CCCNC(=O)N1CCC(CC1)NC1=CC=C(C=C1)CCNC[C@@H](COC1=CC=C(C=C1)O)O (4-(4-[2-[(2S)-2-Hydroxy-3-(4-hydroxy-phenoxy)-propylamino]-ethyl}-phenylamino)-piperidine-1-carboxylic acid (3-cyclohexyl-propyl)-amide). Yield: 36.0%. RXN SMILES: C(O)=O.[CH:4]1([CH2:10][CH2:11][CH2:12][NH:13][C:14]([N:16]2[CH2:21][CH2:20][CH:19]([NH:22][C:23]3[CH:38]=[CH:37][C:26]([CH2:27][CH2:28][NH:29]C(=O)OC(C)(C)C)=[CH:25][CH:24]=3)[CH2:18][CH2:17]2)=[O:15])[CH2:9][CH2:8][CH2:7][CH2:6][CH2:5]1.C([Si]([O:56][C:57]1[CH:62]=[CH:61][C:60]([O:63][CH2:64][CH:65]2[CH2:67][O:66]2)=[CH:59][CH:58]=1)(C1C=CC=CC=1)C1C=CC=CC=1)(C)(C)C>C(Cl)(Cl)Cl.CO>[CH:4]1([CH2:10][CH2:11][CH2:12][NH:13][C:14]([N:16]2[CH2:21][CH2:20][CH:19]([NH:22][C:23]3[CH:38]=[CH:37][C:26]([CH2:27][CH2:28][NH:29][CH2:67][C@H:65]([OH:66])[CH2:64][O:63][C:60]4[CH:61]=[CH:62][C:57]([OH:56])=[CH:58][CH:59]=4)=[CH:25][CH:24]=3)[CH2:18][CH2:17]2)=[O:15])[CH2:5][CH2:6][CH2:7][CH2:8][CH2:9]1 |f:0.1,3.4|. Procedure: tert-Butyl 4-[(1-{[(3-cyclohexylpropyl)amino]carbonyl}-4-piperidinyl)amino]phenethylcarbamate formate (0.35 g, 0.809 mmol) was reacted with tert-butyl-(4-oxiranylmethoxy-phenoxy)-diphenyl-silane (0.327 g, 0.809 mmol) according to Procedure G (eluant: 20:1 going to 10:1 chloroform-methanol) to give the title compound (0.23 g, 0.291 mmol).